This data is from the Open Reaction Database (ORD), a public repository of structured organic reaction records. The task is: describe an organic reaction: reactants, conditions, products, and yield Reactants: CCO, CCOC(=O)NN=C(CO)c1ccc(Cl)cc1, [H-], [Na+]. The product is O=C1NN=C(c2ccc(Cl)cc2)CO1. Reaction SMILES: [CH3:20][CH2:21][OH:22].[Cl:3][c:4]1[cH:5][cH:6][c:7]([C:10]([CH2:12][OH:19])=[N:13][NH:14][C:15](=[O:16])[O:17][CH2:18][CH3:11])[cH:8][cH:9]1.[H-:1].[Na+:2]>>[Cl:3][c:4]1[cH:5][cH:6][c:7]([C:10]2=[N:13][NH:14][C:15](=[O:16])[O:17][CH2:18]2)[cH:8][cH:9]1. Starting materials: C1(CCCC2=CC=CC=C12)CCN1CCC(CC1)C1=CC(=C(C=C1)OC)OC (1-(2-(tetralin-1-yl)ethyl)-4-(3,4-dimethoxyphenyl)piperidine), Cl.N1=CC=CC=C1 (pyridine hydrochloride). Solvent: N1=CC=CC=C1 (pyridine). Reaction conditions: time 3 hour. Yields the product C1(CCCC2=CC=CC=C12)CCN1CCC(CC1)C1=CC(=C(C=C1)O)O (1-(2-(tetralin-1-yl)ethyl)-4-(3,4-dihydroxyphenyl)piperidine). Reaction SMILES: [CH:1]1([CH2:11][CH2:12][N:13]2[CH2:18][CH2:17][CH:16]([C:19]3[CH:24]=[CH:23][C:22]([O:25]C)=[C:21]([O:27]C)[CH:20]=3)[CH2:15][CH2:14]2)[C:10]2[C:5](=[CH:6][CH:7]=[CH:8][CH:9]=2)[CH2:4][CH2:3][CH2:2]1.Cl.N1C=CC=CC=1>N1C=CC=CC=1>[CH:1]1([CH2:11][CH2:12][N:13]2[CH2:18][CH2:17][CH:16]([C:19]3[CH:24]=[CH:23][C:22]([OH:25])=[C:21]([OH:27])[CH:20]=3)[CH2:15][CH2:14]2)[C:10]2[C:5](=[CH:6][CH:7]=[CH:8][CH:9]=2)[CH2:4][CH2:3][CH2:2]1 |f:1.2|. Procedure: A mixture of 4.1 g of 1-(2-(tetralin-1-yl)ethyl)-4-(3,4-dimethoxyphenyl)piperidine (fumarate, m.p. 154°-156°) 3.2 g of pyridine hydrochloride and 80 ml of pyridine is boiled for 3 hours. It is cooled, evaporated and worked up in the customary manner and gives 1-(2-(tetralin-1-yl)ethyl)-4-(3,4-dihydroxyphenyl)piperidine. Starting materials: C(C1=CC=CC=C1)=O (Benzaldehyde), S1C=NC2=C1C=CC=C2 (benzothiazole), C(CCC)[Li] (butyl lithium). Solvent: O1CCCC1 (tetrahydrofurane), O1CCCC1 (tetrahydrofurane). Conditions: temperature -20 celsius, time 15 minute. Product: C(C)(C)OC(C)C (diisopropyl oxide), S1C(=NC2=C1C=CC=C2)C(O)C2=CC=CC=C2 (benzothiazol-2-ylphenylmethanol). As a reaction SMILES: [S:1]1[C:5]2[CH:6]=[CH:7][CH:8]=[CH:9][C:4]=2[N:3]=[CH:2]1.[CH2:10]([Li])[CH2:11][CH2:12]C.[CH:15](=[O:22])[C:16]1[CH:21]=[CH:20][CH:19]=[CH:18][CH:17]=1>O1CCCC1>[CH:11]([O:22][CH:9]([CH3:8])[CH3:4])([CH3:12])[CH3:10].[S:1]1[C:5]2[CH:6]=[CH:7][CH:8]=[CH:9][C:4]=2[N:3]=[C:2]1[CH:15]([C:16]1[CH:21]=[CH:20][CH:19]=[CH:18][CH:17]=1)[OH:22]. Reported procedure: A solution of benzothiazole (1.35 g) in tetrahydrofurane (10 mL) in a dried round bottom balloon is cooled at −70° C. A solution of butyl lithium (4.1 mL) is added and the mixture stirred for 15 minutes. Benzaldehyde (1.03 mL) diluted with tetrahydrofurane (10 mL) is then added. The mixture is stirred at −70° C. for 1 h, allowed to warm to −20° C. and quenched with saturated aqueous ammonium chloride solution. The mixture is extracted with ethyl acetate. Organic extracts are pooled, dried over m... The reactants are CCOC(=O)COc1ccc(OCc2ccc(F)cc2)cc1, Cl, [Na+], C1CCOC1, [OH-]. Product: O=C(O)COc1ccc(OCc2ccc(F)cc2)cc1. As a reaction SMILES: [CH2:1]([CH3:2])[O:3][C:4]([CH2:5][O:6][c:7]1[cH:8][cH:9][c:10]([O:13][CH2:14][c:15]2[cH:16][cH:17][c:18]([F:21])[cH:19][cH:20]2)[cH:11][cH:12]1)=[O:22].[ClH:25].[Na+:24].[O:26]1[CH2:27][CH2:28][CH2:29][CH2:30]1.[OH-:23]>>[O:3]=[C:4]([CH2:5][O:6][c:7]1[cH:8][cH:9][c:10]([O:13][CH2:14][c:15]2[cH:16][cH:17][c:18]([F:21])[cH:19][cH:20]2)[cH:11][cH:12]1)[OH:22].